This data is from the Open Reaction Database (ORD), a public repository of structured organic reaction records. The task is: describe an organic reaction: reactants, conditions, products, and yield Starting materials: CON(C(CC(C1=CC=CC=C1)C1=CC=CC=C1)=O)C (N-methoxy-N-methyl-3,3-diphenyl-propionamide), FC1=NC(=CC(=C1)I)C (2-fluoro-4-iodo-6-picoline). Yields the product FC1=NC(=CC(=C1)C(CC(C1=CC=CC=C1)C1=CC=CC=C1)=O)C (1-(2-Fluoro-6-methyl-pyridin-4-yl)-3,3-diphenyl-propan-1-one). Reaction SMILES: CON(C)[C:4](=[O:19])[CH2:5][CH:6]([C:13]1[CH:18]=[CH:17][CH:16]=[CH:15][CH:14]=1)[C:7]1[CH:12]=[CH:11][CH:10]=[CH:9][CH:8]=1.[F:21][C:22]1[CH:27]=[C:26](I)[CH:25]=[C:24]([CH3:29])[N:23]=1>>[F:21][C:22]1[CH:27]=[C:26]([C:4](=[O:19])[CH2:5][CH:6]([C:7]2[CH:8]=[CH:9][CH:10]=[CH:11][CH:12]=2)[C:13]2[CH:14]=[CH:15][CH:16]=[CH:17][CH:18]=2)[CH:25]=[C:24]([CH3:29])[N:23]=1. Procedure: In analogy to example 55, step 2, from N-methoxy-N-methyl-3,3-diphenyl-propionamide and 2-fluoro-4-iodo-6-picoline was prepared the title compound as an off-white solid, MS (ESI+): m/z=320.1449 ([M+H]+). Starting materials: C(CC(=O)N[C@@H](CS)C(=O)NCC(=O)O)[C@@H](C(=O)O)N (GSH), C1=CC=C\2C(=C1)C=CC(=O)/C2=N\NC3=CC=C(C=C3)[Hg]Cl (HgO). Conditions: time 1 hour. Product: C(CC(=O)N[C@@H](CS)C(=O)NCC(=O)O)[C@@H](C(=O)O)N.C1=CC=C\2C(=C1)C=CC(=O)/C2=N\NC3=CC=C(C=C3)[Hg]Cl (GSH HgO). As a reaction SMILES: [CH2:1]([C@H:16]([NH2:20])[C:17]([OH:19])=[O:18])[CH2:2][C:3]([NH:5][C@H:6]([C:9]([NH:11][CH2:12][C:13]([OH:15])=[O:14])=[O:10])[CH2:7][SH:8])=[O:4].[CH:21]1[CH:26]=[C:25]2[CH:27]=[CH:28][C:29](/[C:31](=[N:32]\[NH:33][C:34]3[CH:39]=[CH:38][C:37]([Hg:40][Cl:41])=[CH:36][CH:35]=3)/[C:24]2=[CH:23][CH:22]=1)=[O:30]>>[CH2:1]([C@H:16]([NH2:20])[C:17]([OH:19])=[O:18])[CH2:2][C:3]([NH:5][C@H:6]([C:9]([NH:11][CH2:12][C:13]([OH:15])=[O:14])=[O:10])[CH2:7][SH:8])=[O:4].[CH:21]1[CH:26]=[C:25]2[CH:27]=[CH:28][C:29](/[C:31](=[N:32]\[NH:33][C:34]3[CH:35]=[CH:36][C:37]([Hg:40][Cl:41])=[CH:38][CH:39]=3)/[C:24]2=[CH:23][CH:22]=1)=[O:30] |f:2.3|. Procedure: The test compounds as listed in Table 2 to be screened are dissolved in dimethyl sulfoxide (DMSO) to a final concentration of 10 mM, and 2 μL is transferred to the wells of a polypropylene 96-well microtiter plate. GSH stock solution (1.525 mM) is prepared daily in 10 mM ammonium acetate buffer (pH 7.4). GSH working solution (208 μM) is prepared by diluting the stock solution with acetonitrile just prior to use. Mercury orange (HgO) stock solution (470 μM) is prepared in acetone and stored at 4°... Reactants: CCNCC, CN(C)C=O, CCOC(C)=O, ClCCCOCCc1ccc2sccc2c1, Cl, O. The product is CCN(CC)CCCOCCc1ccc2sccc2c1. RXN SMILES: [CH2:17]([CH3:18])[NH:19][CH2:20][CH3:21].[CH3:24][N:25]([CH3:26])[CH:27]=[O:28].[CH3:29][CH2:30][O:31][C:32](=[O:33])[CH3:34].[Cl:1][CH2:2][CH2:3][CH2:4][O:5][CH2:6][CH2:7][c:8]1[cH:9][c:10]2[c:11]([s:12][cH:13][cH:14]2)[cH:15][cH:16]1.[ClH:23].[OH2:22]>>[CH2:2]([CH2:3][CH2:4][O:5][CH2:6][CH2:7][c:8]1[cH:9][c:10]2[c:11]([s:12][cH:13][cH:14]2)[cH:15][cH:16]1)[N:19]([CH2:17][CH3:18])[CH2:20][CH3:21]. Starting materials: N1C(=NC2=C1CCNCC2)C=2C(=CC(=C(C(=O)OC)C2)C)C (methyl 5-(1,4,5,6,7,8-hexahydroimidazo[4,5-d]azepin-2-yl)-2,4-dimethylbenzoate), C1(CC1)C1=CC(=C(C(=O)O)C=C1I)C (4-cyclopropyl-5-iodo-2-methylbenzoic acid), C1(CC1)C1=CC(=C(C(=O)O)C=C1I)C (4-cyclopropyl-5-iodo-2-methylbenzoic acid), IC=1C(=CC(=C(C(=O)O)C1)C)C (5-iodo-2,4-dimethylbenzoic acid). Yields the product C1(CC1)C1=CC(=C(C(=O)OC)C=C1C1=NC2=C(CCNCC2)N1)C (Methyl 4-cyclopropyl-5-(1,4,5,6,7,8-hexahydroimidazo[4,5-d]azepin-2-yl)-2-methylbenzoate). Reaction SMILES: [NH:1]1[C:5]2[CH2:6][CH2:7][NH:8][CH2:9][CH2:10][C:4]=2[N:3]=[C:2]1[C:11]1[C:12]([CH3:22])=[CH:13][C:14]([CH3:21])=[C:15]([CH:20]=1)[C:16]([O:18][CH3:19])=[O:17].[CH:23]1(C2C(I)=CC(C(O)=O)=C(C)C=2)C[CH2:24]1.IC1C(C)=CC(C)=C(C=1)C(O)=O>>[CH:22]1([C:12]2[C:11]([C:2]3[NH:3][C:4]4[CH2:10][CH2:9][NH:8][CH2:7][CH2:6][C:5]=4[N:1]=3)=[CH:20][C:15]([C:16]([O:18][CH3:19])=[O:17])=[C:14]([CH3:21])[CH:13]=2)[CH2:24][CH2:23]1. Reported procedure: The title compound was prepared using standard chemical manipulations and procedures similar to those used for the preparation of compound 83.4, except 4-cyclopropyl-5-iodo-2-methylbenzoic acid (compound 86.3) was used in place of 5-iodo-2,4-dimethylbenzoic acid (compound 1.3). Starting materials: C1CCOC1, CCCC[N+](CCCC)(CCCC)CCCC, COC(=O)c1ccc(C#C[Si](C)(C)C)cc1Cl, [F-]. Yields the product C#Cc1ccc(C(=O)OC)c(Cl)c1. As a reaction SMILES: [CH2:36]1[O:37][CH2:38][CH2:39][CH2:40]1.[CH3:19][CH2:20][CH2:21][CH2:22][N+:23]([CH2:24][CH2:25][CH2:26][CH3:27])([CH2:28][CH2:29][CH2:30][CH3:31])[CH2:32][CH2:33][CH2:34][CH3:35].[CH3:1][O:2][C:3]([c:4]1[c:5]([Cl:16])[cH:6][c:7]([C:10]#[C:11][Si:12]([CH3:13])([CH3:14])[CH3:15])[cH:8][cH:9]1)=[O:17].[F-:18]>>[CH3:1][O:2][C:3]([c:4]1[c:5]([Cl:16])[cH:6][c:7]([C:10]#[CH:11])[cH:8][cH:9]1)=[O:17]. Reactants: Cc1nc2ccccc2n1C1CC1, C1COCCO1, O=[Se]=O. Product: O=Cc1nc2ccccc2n1C1CC1. Reaction SMILES: [CH:4]1([n:7]2[c:8]([CH3:16])[n:9][c:10]3[c:11]2[cH:12][cH:13][cH:14][cH:15]3)[CH2:5][CH2:6]1.[O:17]1[CH2:18][CH2:19][O:20][CH2:21][CH2:22]1.[Se:1](=[O:2])=[O:3]>>[O:2]=[CH:16][c:8]1[n:7]([CH:4]2[CH2:5][CH2:6]2)[c:11]2[c:10]([n:9]1)[cH:15][cH:14][cH:13][cH:12]2. Starting materials: C1CCOC1, CC(=O)O, CN(C)c1nc(Cl)nc2c1CCC2c1ccc(Cl)cc1, COc1cc(N)ccc1-n1cnc(Cl)c1. Product: COc1cc(Nc2nc3c(c(N(C)C)n2)CCC3c2ccc(Cl)cc2)ccc1-n1cnc(Cl)c1. As a reaction SMILES: [CH2:40]1[O:41][CH2:42][CH2:43][CH2:44]1.[CH3:36][C:37](=[O:38])[OH:39].[Cl:1][c:2]1[n:3][c:4]([N:18]([CH3:19])[CH3:20])[c:5]2[c:6]([n:7]1)[CH:8]([c:11]1[cH:12][cH:13][c:14]([Cl:17])[cH:15][cH:16]1)[CH2:9][CH2:10]2.[Cl:21][c:22]1[n:23][cH:24][n:25](-[c:27]2[c:28]([O:34][CH3:35])[cH:29][c:30]([NH2:31])[cH:32][cH:33]2)[cH:26]1>>[c:2]1([NH:31][c:30]2[cH:29][c:28]([O:34][CH3:35])[c:27](-[n:25]3[cH:24][n:23][c:22]([Cl:21])[cH:26]3)[cH:33][cH:32]2)[n:3][c:4]([N:18]([CH3:19])[CH3:20])[c:5]2[c:6]([n:7]1)[CH:8]([c:11]1[cH:12][cH:13][c:14]([Cl:17])[cH:15][cH:16]1)[CH2:9][CH2:10]2. Reactants: 7-benzoylindolin-2-ones, NN1C(CC2=CC=CC=C12)=O (1-aminoindolin-2-one), C1(=CC=CC=C1)CC(C)=O (phenylacetone). Product: N1C(CC2=CC=CC=C12)=O (indolin-2-one). RXN SMILES: N[N:2]1[C:10]2[C:5](=[CH:6][CH:7]=[CH:8][CH:9]=2)[CH2:4][C:3]1=[O:11].C1(CC(=O)C)C=CC=CC=1>>[NH:2]1[C:10]2[C:5](=[CH:6][CH:7]=[CH:8][CH:9]=2)[CH2:4][C:3]1=[O:11]. Procedure: U.S. Pat. Nos. 4,045,576 and 4,126,635 disclose methods for the preparation of 7-benzoylindolin-2-ones. According to one method, 1-aminoindolin-2-one is reacted with a phenylacetone to give a 1-(α-methylphenethylindenimino) indolin-2-one which is cyclized in ethanolic hydrogen chloride to an ethyl α-(2-methyl-3-phenylindol-7-yl)acetate. This indolylester is treated with ozone in acetic acid solution to give an ethyl 2-acetamido-3-benzoylphenylacetate which is hydrolyzed and cyclized in dilute mi... Reactants: CC(C)(C)OC(=O)n1cccc1-c1cnc(N)c(OCc2c(Cl)cccc2Cl)c1, CCO, [Na+], [Na+], O=C([O-])[O-], O. The product is Nc1ncc(-c2ccc[nH]2)cc1OCc1c(Cl)cccc1Cl. RXN SMILES: [C:1]([O:2][C:3](=[O:4])[n:8]1[c:9](-[c:13]2[cH:14][n:15][c:16]([NH2:29])[c:17]([O:19][CH2:20][c:21]3[c:22]([Cl:28])[cH:23][cH:24][cH:25][c:26]3[Cl:27])[cH:18]2)[cH:10][cH:11][cH:12]1)([CH3:5])([CH3:6])[CH3:7].[CH2:37]([OH:38])[CH3:39].[Na+:30].[Na+:31].[O-:32][C:33](=[O:34])[O-:35].[OH2:36]>>[nH:8]1[c:9](-[c:13]2[cH:14][n:15][c:16]([NH2:29])[c:17]([O:19][CH2:20][c:21]3[c:22]([Cl:28])[cH:23][cH:24][cH:25][c:26]3[Cl:27])[cH:18]2)[cH:10][cH:11][cH:12]1.